From a dataset of the Open Reaction Database (ORD), a public repository of structured organic reaction records. describe an organic reaction: reactants, conditions, products, and yield Reactants: nucleotide sugar, C1=CN(C(=O)NC1=O)[C@H]2[C@@H]([C@@H]([C@H](O2)COP(=O)(O)OP(=O)(O)O[C@@H]3[C@@H]([C@H]([C@@H]([C@H](O3)CO)O)O)O)O)O (UDP-Glc), C1=CN(C(=O)NC1=O)[C@H]2[C@@H]([C@@H]([C@H](O2)COP(=O)(O)OP(=O)(O)O[C@@H]3[C@@H]([C@H]([C@H]([C@H](O3)CO)O)O)N)O)O (UDP-GalN), S(=O)(=O)(O)C(C(=O)[O-])(CCCCNC(CCCC[C@@H]1SC[C@@H]2NC(=O)N[C@H]12)=O)N1C(CCC1=O)=O (sulfosuccinimidyl-6-(biotinamido)hexanoate). The solvent is NH4HCO3. Yields the product C1=CN(C(=O)NC1=O)[C@H]2[C@@H]([C@@H]([C@H](O2)COP(=O)(O)OP(=O)(O)O)O)O.OC1[C@@H]([C@@H](O)[C@@H](O)[C@H](O1)CO)N.OC(=O)CCCC[C@@H]1SC[C@@H]2NC(=O)N[C@H]12 (UDP GalN biotin). RXN SMILES: [CH:1]1[C:7](=[O:8])[NH:6][C:4](=[O:5])[N:3]([C@@H:9]2[O:13][C@H:12]([CH2:14][O:15][P:16]([O:19][P:20]([O:23][C@H]3O[C@H](CO)[C@@H](O)[C@H](O)[C@H]3O)([OH:22])=[O:21])([OH:18])=[O:17])[C@@H:11]([OH:35])[C@H:10]2[OH:36])[CH:2]=1.C1C(=O)NC(=[O:41])N([C@@H]2O[C@H](COP(OP([O:59][C@H:60]3[O:65][C@H:64]([CH2:66][OH:67])[C@H:63]([OH:68])[C@H:62]([OH:69])[C@H:61]3[NH2:70])(O)=O)(O)=O)[C@@H](O)[C@H]2O)C=1.S(C(N1C(=O)CCC1=O)(CCCCN[C:86](=[O:100])[CH2:87][CH2:88][CH2:89][CH2:90][C@H:91]1[C@@H:99]2[C@@H:94]([NH:95][C:96]([NH:98]2)=[O:97])[CH2:93][S:92]1)C([O-])=O)(O)(=O)=O>>[CH:1]1[C:7](=[O:8])[NH:6][C:4](=[O:5])[N:3]([C@@H:9]2[O:13][C@H:12]([CH2:14][O:15][P:16]([O:19][P:20]([OH:22])([OH:23])=[O:21])([OH:18])=[O:17])[C@@H:11]([OH:35])[C@H:10]2[OH:36])[CH:2]=1.[OH:59][CH:60]1[O:65][C@H:64]([CH2:66][OH:67])[C@H:63]([OH:68])[C@H:62]([OH:69])[C@H:61]1[NH2:70].[OH:41][C:86]([CH2:87][CH2:88][CH2:89][CH2:90][C@H:91]1[C@@H:99]2[C@@H:94]([NH:95][C:96]([NH:98]2)=[O:97])[CH2:93][S:92]1)=[O:100] |f:3.4.5|. Reported procedure: UDP-galactosamine (UDP-GalN) is formed from UDP-Glc and galactosamine-1-phosphate by the action of galactose-1-phosphate uridyltransferase (E.C. 2.7.7.12; Sigma, USA). A typical synthesis protocol is described below. The reaction mixture contains 10 mM galactosamine-1-phosphate, 20 mM UDP-Glc, 5 U/ml of galactose-1-phosphate uridyltransferase, 100 mM Na-HEPES pH 8.0, 5 mM MgCl2, and 5 mM β-mercaptoethanol. The reaction vessel is incubated at room temperature under nitrogen atmosphere for 3 days,... Starting materials: C(C)OCC(=O)Cl (Ethoxyacetyl chloride), NC=1C=NC2=CC=CC=C2C1NCC1(CCCCC1)NC(OC(C)(C)C)=O (tert-butyl 1-{[(3-aminoquinolin-4-yl)amino]methyl}cyclohexylcarbamate), [OH-].[Na+] (Sodium hydroxide). Run in C(C)O (ethanol), O (water). Product: C(C)OCC=1N(C2=C(C=NC=3C=CC=CC23)N1)CC1(CCCCC1)NC(OC(C)(C)C)=O (tert-butyl 1-{[2-(ethoxymethyl)-1H-imidazo[4,5-c]quinolin-1-yl]methyl}cyclohexylcarbamate). Yield: 37.0%. Reaction SMILES: [CH2:1]([O:3][CH2:4][C:5](Cl)=O)[CH3:2].[NH2:8][C:9]1[CH:10]=[N:11][C:12]2[C:17]([C:18]=1[NH:19][CH2:20][C:21]1([NH:27][C:28](=[O:34])[O:29][C:30]([CH3:33])([CH3:32])[CH3:31])[CH2:26][CH2:25][CH2:24][CH2:23][CH2:22]1)=[CH:16][CH:15]=[CH:14][CH:13]=2.[OH-].[Na+]>C(O)C.O>[CH2:1]([O:3][CH2:4][C:5]1[N:19]([CH2:20][C:21]2([NH:27][C:28](=[O:34])[O:29][C:30]([CH3:32])([CH3:31])[CH3:33])[CH2:26][CH2:25][CH2:24][CH2:23][CH2:22]2)[C:18]2[C:17]3[CH:16]=[CH:15][CH:14]=[CH:13][C:12]=3[N:11]=[CH:10][C:9]=2[N:8]=1)[CH3:2] |f:2.3|. Procedure details: Ethoxyacetyl chloride (9.00 g, 73.4 mmol) was reacted with tert-butyl 1-{[(3-aminoquinolin-4-yl)amino]methyl}cyclohexylcarbamate (27.2 g, 73.4 mmol) according to the method described in Part E of Example 9 and the resulting product was treated according to the method described in Part E of Example 9. After the solvent was removed to yield an oil, the oil was dissolved in ethanol (300 mL) and water (30 mL). Sodium hydroxide (4.3 g, 108 mmol) was added and the solution was heated at reflux for 6 h... The product is COC(=O)N(Cc1cc(C(F)(F)F)cc(C(F)(F)F)c1)Cc1cc(C(F)(F)F)ccc1-c1cc(C(C)=O)ccc1OC. Reaction SMILES: [CH2:43]([Cl:44])[Cl:45].[CH3:46][CH2:47][O:48][CH2:49][CH3:50].[F:1][C:2]([c:3]1[cH:4][c:5]([CH2:6][N:7]([C:8]([O:9][CH3:10])=[O:11])[CH2:12][c:13]2[c:14](-[c:23]3[c:24]([O:32][CH3:33])[cH:25][cH:26][c:27]([CH:29]([CH3:30])[OH:31])[cH:28]3)[cH:15][cH:16][c:17]([C:19]([F:20])([F:21])[F:22])[cH:18]2)[cH:34][c:35]([C:37]([F:38])([F:39])[F:40])[cH:36]1)([F:41])[F:42]>>[F:1][C:2]([c:3]1[cH:4][c:5]([CH2:6][N:7]([C:8]([O:9][CH3:10])=[O:11])[CH2:12][c:13]2[c:14](-[c:23]3[c:24]([O:32][CH3:33])[cH:25][cH:26][c:27]([C:29]([CH3:30])=[O:31])[cH:28]3)[cH:15][cH:16][c:17]([C:19]([F:20])([F:21])[F:22])[cH:18]2)[cH:34][c:35]([C:37]([F:38])([F:39])[F:40])[cH:36]1)([F:41])[F:42]. The reactants are ClCCl, CCOCC, COC(=O)N(Cc1cc(C(F)(F)F)cc(C(F)(F)F)c1)Cc1cc(C(F)(F)F)ccc1-c1cc(C(C)O)ccc1OC. Starting materials: CS(=O)(=O)N1CCC(N)CC1, O=S(=O)(Nc1cccc(-c2nc(N3CCOCC3)sc2-c2ccnc(Cl)n2)c1F)c1c(F)cccc1F, OCC(F)(F)F. Yields the product CS(=O)(=O)N1CCC(Nc2nccc(-c3sc(N4CCOCC4)nc3-c3cccc(NS(=O)(=O)c4c(F)cccc4F)c3F)n2)CC1. As a reaction SMILES: [CH3:38][S:39](=[O:40])(=[O:41])[N:42]1[CH2:43][CH2:44][CH:45]([NH2:48])[CH2:46][CH2:47]1.[Cl:1][c:2]1[n:3][cH:4][cH:5][c:6](-[c:8]2[c:9](-[c:19]3[c:20]([F:37])[c:21]([NH:25][S:26](=[O:27])(=[O:28])[c:29]4[c:30]([F:36])[cH:31][cH:32][cH:33][c:34]4[F:35])[cH:22][cH:23][cH:24]3)[n:10][c:11]([N:13]3[CH2:14][CH2:15][O:16][CH2:17][CH2:18]3)[s:12]2)[n:7]1.[OH:49][CH2:50][C:51]([F:52])([F:53])[F:54]>>[c:2]1([NH:48][CH:45]2[CH2:44][CH2:43][N:42]([S:39]([CH3:38])(=[O:40])=[O:41])[CH2:47][CH2:46]2)[n:3][cH:4][cH:5][c:6](-[c:8]2[c:9](-[c:19]3[c:20]([F:37])[c:21]([NH:25][S:26](=[O:27])(=[O:28])[c:29]4[c:30]([F:36])[cH:31][cH:32][cH:33][c:34]4[F:35])[cH:22][cH:23][cH:24]3)[n:10][c:11]([N:13]3[CH2:14][CH2:15][O:16][CH2:17][CH2:18]3)[s:12]2)[n:7]1. Reactants: CC1=CC(=C(S1)S(N)(=O)=O)C(=O)O (5-methyl-2-sulfamoyl-thiophene-3-carboxylic acid), C1(=CC=C(C=C1)S(=O)(=O)O)C (p-toluene-sulfonic acid). Run in C1(=CC=CC=C1)C (toluene). Yields the product CC1=CC=2C(NS(C2S1)(=O)=O)=O (5-methyl-thieno[3,2-d]isothiazole-3(2H)-one-1,1-dioxide). The yield is 49.0%. As a reaction SMILES: [CH3:1][C:2]1[S:6][C:5]([S:7](=[O:10])(=[O:9])[NH2:8])=[C:4]([C:11]([OH:13])=O)[CH:3]=1.C1(C)C=CC(S(O)(=O)=O)=CC=1>C1(C)C=CC=CC=1>[CH3:1][C:2]1[S:6][C:5]2[S:7](=[O:10])(=[O:9])[NH:8][C:11](=[O:13])[C:4]=2[CH:3]=1. Procedure: A mixture of 0.1 gm (0.45 millimols) of 5-methyl-2-sulfamoyl-thiophene-3-carboxylic acid, 50 ml of anhydrous toluene and 5 mgm of p-toluene-sulfonic acid was heated for 10 hours in a vessel equipped with a water trap. The reaction mixture was evaporated to dryness in vacuo and separated by column chromatography. 0.40 mgm (49% of theory) of 5-methyl-thieno[3,2-d]isothiazole-3(2H)-one-1,1-dioxide were obtained. The reactants are O=C(Cl)Cc1ccc(OC(F)(F)F)cc1, [H-], [H][H], [Na+], [Na+], CN(C)C=O, O, O=c1cc(O)c2cccnc2n1-c1ccccc1, O=C([O-])O. Product: O=C(Cc1ccc(OC(F)(F)F)cc1)c1c(O)c2cccnc2n(-c2ccccc2)c1=O. Reaction SMILES: [F:23][C:24]([O:25][c:26]1[cH:27][cH:28][c:29]([CH2:32][C:33](=[O:34])[Cl:35])[cH:30][cH:31]1)([F:36])[F:37].[H-:19].[H:21][H:22].[Na+:20].[Na+:38].[O:43]=[CH:44][N:45]([CH3:46])[CH3:47].[OH2:48].[OH:1][c:2]1[cH:3][c:4](=[O:18])[n:5](-[c:12]2[cH:13][cH:14][cH:15][cH:16][cH:17]2)[c:6]2[n:7][cH:8][cH:9][cH:10][c:11]12.[OH:39][C:40](=[O:41])[O-:42]>>[OH:1][c:2]1[c:3]([C:33]([CH2:32][c:29]2[cH:28][cH:27][c:26]([O:25][C:24]([F:23])([F:36])[F:37])[cH:31][cH:30]2)=[O:34])[c:4](=[O:18])[n:5](-[c:12]2[cH:13][cH:14][cH:15][cH:16][cH:17]2)[c:6]2[n:7][cH:8][cH:9][cH:10][c:11]12.